From a dataset of the Open Reaction Database (ORD), a public repository of structured organic reaction records. describe an organic reaction: reactants, conditions, products, and yield Reactants: [H-].[Na+] (Sodium hydride), Cl.C(CC)N(CCC)CCCC1=CC=C(C=C1)O (4-[3-(N,N-dipropylamino)propyl]phenol hydrochloride), BrCC1=CC2=CC=CC=C2C=C1 (2-bromomethylnaphthalene), C([O-])([O-])=O.[K+].[K+] (potassium carbonate). The solvent is O (water), CN(C)C=O (DMF). Run at time 1 hour. Product: Cl.C1=C(C=CC2=CC=CC=C12)COC1=CC=C(C=C1)CCCN(CCC)CCC (N-[3-[4-(2-Naphthylmethoxy)phenyl]propyl]-N,N-dipropylamine Hydrochloride). The yield is 73.4%. Reaction SMILES: [ClH:1].[CH2:2]([N:5]([CH2:9][CH2:10][CH2:11][C:12]1[CH:17]=[CH:16][C:15]([OH:18])=[CH:14][CH:13]=1)[CH2:6][CH2:7][CH3:8])[CH2:3][CH3:4].Br[CH2:20][C:21]1[CH:30]=[CH:29][C:28]2[C:23](=[CH:24][CH:25]=[CH:26][CH:27]=2)[CH:22]=1.C(=O)([O-])[O-].[K+].[K+].[H-].[Na+]>O.CN(C=O)C>[ClH:1].[CH:22]1[C:23]2[C:28](=[CH:27][CH:26]=[CH:25][CH:24]=2)[CH:29]=[CH:30][C:21]=1[CH2:20][O:18][C:15]1[CH:16]=[CH:17][C:12]([CH2:11][CH2:10][CH2:9][N:5]([CH2:6][CH2:7][CH3:8])[CH2:2][CH2:3][CH3:4])=[CH:13][CH:14]=1 |f:0.1,3.4.5,6.7,10.11|. Procedure details: To a mixture of 4-[3-(N,N-dipropylamino)propyl]phenol hydrochloride (0.152 g), 2-bromomethylnaphthalene (0.165 g), and DMF (10 ml) was added potassium carbonate (0.131 g). Sodium hydride (60% oil dispersion: 0.044 g) was added to the reaction mixture under ice cooling and the reaction mixture was stirred at room temperature for one hr. The reaction mixture was diluted with water and extracted with ethyl acetate. The organic layer was washed with water and saturated aqueous sodium chloride sequen... Reactants: COC(\C=C\C=1C=CC2=C(C(NC3(CN(CCC3)C(=O)OC(C)(C)C)O2)=O)C1)=O ((±)-(E)-3-{1′-tert-butoxycarbonyl-3,4-dihydro-4-oxo-spiro[2H-(1,3)-benzoxazine-2,3′-piperidin]-6-yl}-acrylic acid methyl ester), COC(\C=C\C=1C=CC2=C(C(NC3(CN(CCC3)C(=O)OC(C)(C)C)O2)=O)C1)=O ((±)-(E)-3-{1′-tert-butoxycarbonyl-3,4-dihydro-4-oxo-spiro[2H-(1,3)-benzoxazine-2,3′-piperidin]-6-yl}-acrylic acid methyl ester), [OH-].[Na+] (NaOH). Solvent: O (water), O1CCOCC1 (dioxane). Yields the product C(C)(C)(C)OC(=O)N1CC2(CCC1)OC1=C(C(N2)=O)C=C(C=C1)/C=C/C(=O)O ((±)-(E)-3-{1′-tert-butoxycarbonyl-3,4-dihydro-4-oxo-spiro[2H-(1,3)-benzoxazine-2,3′-piperidin]-6-yl}-acrylic acid). Yield: 92.2%. RXN SMILES: C[O:2][C:3](=[O:29])/[CH:4]=[CH:5]/[C:6]1[CH:7]=[CH:8][C:9]2[O:26][C:13]3([CH2:18][CH2:17][CH2:16][N:15]([C:19]([O:21][C:22]([CH3:25])([CH3:24])[CH3:23])=[O:20])[CH2:14]3)[NH:12][C:11](=[O:27])[C:10]=2[CH:28]=1.[OH-].[Na+]>O.O1CCOCC1>[C:22]([O:21][C:19]([N:15]1[CH2:16][CH2:17][CH2:18][C:13]2([NH:12][C:11](=[O:27])[C:10]3[CH:28]=[C:6](/[CH:5]=[CH:4]/[C:3]([OH:29])=[O:2])[CH:7]=[CH:8][C:9]=3[O:26]2)[CH2:14]1)=[O:20])([CH3:25])([CH3:23])[CH3:24] |f:1.2|. Reported procedure: A solution of (±)-(E)-3-{1′-tert-butoxycarbonyl-3,4-dihydro-4-oxo-spiro[2H-(1,3)-benzoxazine-2,3′-piperidin]-6-yl}-acrylic acid methyl ester (Intermediate 5, Step B, 270 mg, 0.67 mmol) in water (3 ml) and dioxane (6 ml) was treated with 1 M NaOH (0.75 ml) as described in Example 30, Step A to give (±)-(E)-3-{1′-tert-butoxycarbonyl-3,4-dihydro-4-oxo-spiro[2H-(1,3)-benzoxazine-2,3′-piperidin]-6-yl}-acrylic acid (240 mg) as a yellow solid. Starting materials: ClC=1C=C(CN2C(C3=C(C=[N+](C(=C3CC2)C(=O)OCC)[O-])O)=O)C=CC1F (ethyl 6-(3-chloro-4-fluorobenzyl)-4-hydroxy-5-oxo-5,6,7,8-tetrahydro-2,6-naphthyridine-1-carboxylate 2-oxide). Solvent: C(C)(=O)OC(C)=O (acetic anhydride). Yields the product C(C)(=O)OC=1N=C(C=2CCN(C(C2C1OC(C)=O)=O)CC1=CC(=C(C=C1)F)Cl)C(=O)OCC (Ethyl 3,4-bis(acetyloxy)-6-(3-chloro-4-fluorobenzyl)-5-oxo-5,6,7,8-tetrahydro-2,6-naphthyridine-1-carboxylate). RXN SMILES: [Cl:1][C:2]1[CH:3]=[C:4]([CH:24]=[CH:25][C:26]=1[F:27])[CH2:5][N:6]1[CH2:15][CH2:14][C:13]2[C:8](=[C:9]([OH:22])[CH:10]=[N+:11]([O-])[C:12]=2[C:16]([O:18][CH2:19][CH3:20])=[O:17])[C:7]1=[O:23]>C(OC(=O)C)(=O)C>[C:16]([O:18][C:10]1[N:11]=[C:12]([C:16]([O:18][CH2:19][CH3:20])=[O:17])[C:13]2[CH2:14][CH2:15][N:6]([CH2:5][C:4]3[CH:24]=[CH:25][C:26]([F:27])=[C:2]([Cl:1])[CH:3]=3)[C:7](=[O:23])[C:8]=2[C:9]=1[O:22][C:9](=[O:22])[CH3:8])(=[O:17])[CH3:12]. Procedure details: A solution of ethyl 6-(3-chloro-4-fluorobenzyl)-4-hydroxy-5-oxo-5,6,7,8-tetrahydro-2,6-naphthyridine-1-carboxylate 2-oxide (23 g, 58 mmol) in acetic anhydride (400 mL) was heated under nitrogen at 100° C. for one hour. The product mixture was concentrated under vacuum to the title bisacetate and was used in the following step without further purification. The reactants are FC1=CC=C(OC2=CC=C(C=C2)NC(=O)[C@@H]2C[C@H](CN2)NC(OCC2=CC=CC=C2)=O)C=C1 (benzyl (3R,5S)-5-(4-(4-fluorophenoxy)phenylcarbamoyl)pyrrolidin-3-ylcarbamate), N1(N=CN=C1)CC(=O)O (2-(1H-1,2,4-triazol-1-yl)acetic acid). Product: N1(N=CN=C1)CC(=O)N1C[C@@H](C[C@H]1C(NC1=CC=C(C=C1)OC1=CC=C(C=C1)F)=O)NC(OCC1=CC=CC=C1)=O (benzyl (3R,5S)-1-(2-(1H-1,2,4-triazol-1-yl)acetyl)-5-(4-(4-fluorophenoxy)phenylcarbamoyl)pyrrolidin-3-ylcarbamate). Isolated yield 72.0%. As a reaction SMILES: [F:1][C:2]1[CH:33]=[CH:32][C:5]([O:6][C:7]2[CH:12]=[CH:11][C:10]([NH:13][C:14]([C@H:16]3[NH:20][CH2:19][C@H:18]([NH:21][C:22](=[O:31])[O:23][CH2:24][C:25]4[CH:30]=[CH:29][CH:28]=[CH:27][CH:26]=4)[CH2:17]3)=[O:15])=[CH:9][CH:8]=2)=[CH:4][CH:3]=1.[N:34]1([CH2:39][C:40](O)=[O:41])[CH:38]=[N:37][CH:36]=[N:35]1>>[N:34]1([CH2:39][C:40]([N:20]2[C@H:16]([C:14](=[O:15])[NH:13][C:10]3[CH:11]=[CH:12][C:7]([O:6][C:5]4[CH:4]=[CH:3][C:2]([F:1])=[CH:33][CH:32]=4)=[CH:8][CH:9]=3)[CH2:17][C@@H:18]([NH:21][C:22](=[O:31])[O:23][CH2:24][C:25]3[CH:26]=[CH:27][CH:28]=[CH:29][CH:30]=3)[CH2:19]2)=[O:41])[CH:38]=[N:37][CH:36]=[N:35]1. Procedure details: Proceeding as in Example 1, but substituting benzyl (3R,5S)-5-(4-(4-fluorophenoxy)phenylcarbamoyl)pyrrolidin-3-ylcarbamate and 2-(1H-1,2,4-triazol-1-yl)acetic acid, gave benzyl (3R,5S)-1-(2-(1H-1,2,4-triazol-1-yl)acetyl)-5-(4-(4-fluorophenoxy)phenylcarbamoyl)pyrrolidin-3-ylcarbamate (1.57 g, 2.81 mmol, 72% yield).